Dataset: the Open Reaction Database (ORD), a public repository of structured organic reaction records. Task: describe an organic reaction: reactants, conditions, products, and yield Starting materials: FC1=CC=C(C=C1)C(NC(C)C=1SC=CC1)C1=CC(=CC=C1)[N+](=O)[O-] (N-[(4-fluorophenyl)-(3-nitrophenyl)methyl]-N-[1-(thiophen-2-yl)ethyl]amine), [BH4-].[Na+] (sodium borohydride). The reagents and catalysts are O.O.O.O.O.O.[Ni](Cl)Cl (nickel chloride hexahydrate). Yields the product FC1=CC=C(C=C1)C(C=1C=C(C=CC1)N)NC(C)C=1SC=CC1 (3-{(4-Fluorophenyl)-[1-(thiophen-2-yl)ethylamino]methyl}phenylamine). Reaction SMILES: [F:1][C:2]1[CH:7]=[CH:6][C:5]([CH:8]([C:17]2[CH:22]=[CH:21][CH:20]=[C:19]([N+:23]([O-])=O)[CH:18]=2)[NH:9][CH:10]([C:12]2[S:13][CH:14]=[CH:15][CH:16]=2)[CH3:11])=[CH:4][CH:3]=1.[BH4-].[Na+]>O.O.O.O.O.O.[Ni](Cl)Cl>[F:1][C:2]1[CH:3]=[CH:4][C:5]([CH:8]([NH:9][CH:10]([C:12]2[S:13][CH:14]=[CH:15][CH:16]=2)[CH3:11])[C:17]2[CH:18]=[C:19]([NH2:23])[CH:20]=[CH:21][CH:22]=2)=[CH:6][CH:7]=1 |f:1.2,3.4.5.6.7.8.9|. Procedure: Following a similar reaction, separation and purification procedure to that described in Example (59b), 2.41 of N-[(4-fluorophenyl)-(3-nitrophenyl)methyl]-N-[1-(thiophen-2-yl)ethyl]amine [prepared as described in step (a) above], 3.22 g of nickel chloride hexahydrate and 1.03 g of sodium borohydride were reacted, to obtain 687 mg of isomer A and 552 mg of isomer B of the title compound as pale yellow oils, respectively. Run at temperature 30 celsius, time 2 hour. The product is [N+](=O)([O-])C1=C2C=C(C=NC2=CC=C1)O (5-nitroquinolin-3-ol). Procedure: To a solution of concentrated sulfic acid is added concentrated nitric acid dropwise at −30° C. Quinolin-3-ol is added to the mixture at −30° C., and then stirred at 30° C. for 2 hours. After cooled to ambient temperature, the mixture is poured into water and then neutralized with aqueous 4N sodium hydroxide solution. After extracted with ethyl acetate, the organic layer is dried, filtered and concentrated under reduced pressure. The residue is purified by silica gel column chromatography to pro... Reactants: [N+](=O)(O)[O-] (nitric acid), N1=CC(=CC2=CC=CC=C12)O (Quinolin-3-ol), [OH-].[Na+] (sodium hydroxide). The solvent is O (water). Reaction SMILES: [N+:1]([O-:4])(O)=[O:2].[N:5]1[C:14]2[C:9](=[CH:10][CH:11]=[CH:12][CH:13]=2)[CH:8]=[C:7]([OH:15])[CH:6]=1.[OH-].[Na+]>O>[N+:1]([C:10]1[CH:11]=[CH:12][CH:13]=[C:14]2[C:9]=1[CH:8]=[C:7]([OH:15])[CH:6]=[N:5]2)([O-:4])=[O:2] |f:2.3|. Procedure details: Following the general method as outlined in Example 20, starting from 6-chloro-pyrimidine-4-carboxylic acid (2-methyl-4-sulfamoyl-phenyl)-amide (Intermediate 17) and propyl-isopropylamine (Matrix), the title compound was obtained as a white solid. Product: NS(=O)(=O)C1=CC(=C(C=C1)NC(=O)C1=NC=NC(=C1)N(CCC)C(C)C)C (N-[4-(aminosulfonyl)-2-methylphenyl]-6-[isopropyl(propyl)amino]pyrimidine-4-carboxamide). The reactants are CC1=C(C=CC(=C1)S(N)(=O)=O)NC(=O)C1=NC=NC(=C1)Cl (6-chloro-pyrimidine-4-carboxylic acid (2-methyl-4-sulfamoyl-phenyl)-amide), CC1=C(C=CC(=C1)S(N)(=O)=O)NC(=O)C1=NC=NC(=C1)Cl (6-chloro-pyrimidine-4-carboxylic acid (2-methyl-4-sulfamoyl-phenyl)-amide), C(CC)NC(C)C (propyl-isopropylamine). As a reaction SMILES: [CH3:1][C:2]1[CH:7]=[C:6]([S:8](=[O:11])(=[O:10])[NH2:9])[CH:5]=[CH:4][C:3]=1[NH:12][C:13]([C:15]1[CH:20]=[C:19](Cl)[N:18]=[CH:17][N:16]=1)=[O:14].[CH2:22]([NH:25][CH:26]([CH3:28])[CH3:27])[CH2:23][CH3:24]>>[NH2:9][S:8]([C:6]1[CH:5]=[CH:4][C:3]([NH:12][C:13]([C:15]2[CH:20]=[C:19]([N:25]([CH:26]([CH3:28])[CH3:27])[CH2:22][CH2:23][CH3:24])[N:18]=[CH:17][N:16]=2)=[O:14])=[C:2]([CH3:1])[CH:7]=1)(=[O:11])=[O:10]. The reactants are FC1=CC=C(C=C1)C1=C(CCCC1)C1=CC(=NC=C1)N (4-[2-(4-Fluoro-phenyl)-cyclohex-1-enyl]-pyridin-2-ylamine), C([O-])([O-])=O.[K+].[K+] (potassium carbonate), C(C)O (ethanol), C(C1=CC=CC=C1)(=O)N=C=O (benzoyl isocynate). Solvent: C(Cl)Cl (methylene chloride). Conditions: temperature 50 celsius, time 1 hour. Product: FC1=CC=C(C=C1)C1=C(CCCC1)C1=CC(=NC=C1)NC(=O)N ({4-[2-(4-Fluoro-phenyl)-cyclohex-1-enyl]-pyridin-2-yl}-urea). Isolated yield 86.2%. Reaction SMILES: [F:1][C:2]1[CH:7]=[CH:6][C:5]([C:8]2[CH2:13][CH2:12][CH2:11][CH2:10][C:9]=2[C:14]2[CH:19]=[CH:18][N:17]=[C:16]([NH2:20])[CH:15]=2)=[CH:4][CH:3]=1.[C:21]([N:29]=C=O)(=[O:28])C1C=CC=CC=1.C(=O)([O-])[O-].[K+].[K+].C(O)C>C(Cl)Cl>[F:1][C:2]1[CH:3]=[CH:4][C:5]([C:8]2[CH2:13][CH2:12][CH2:11][CH2:10][C:9]=2[C:14]2[CH:19]=[CH:18][N:17]=[C:16]([NH:20][C:21]([NH2:29])=[O:28])[CH:15]=2)=[CH:6][CH:7]=1 |f:2.3.4|. Procedure details: A sealed 8 mL vial is charged with a solution of 4-[2-(4-Fluoro-phenyl)-cyclohex-1-enyl]-pyridin-2-ylamine (11 mg, 0.041 mmol) in methylene chloride (2 mL). Then benzoyl isocynate (9.0 mg, 0.06 mmol) is added. The resulting mixture is allowed to stir at 50° C. for 1 hour. The solvent is then carefully removed before potassium carbonate (6.8 mg, 0.049 mmol) and ethanol (1 mL) are added. The resulting reaction is allowed to stir at 85° C. for 30 min. Solvent is removed and the crude is purified by...